From a dataset of the Open Reaction Database (ORD), a public repository of structured organic reaction records. describe an organic reaction: reactants, conditions, products, and yield Reactants: CCN(C(C)C)C(C)C, O=C(Cl)c1ccc(Cl)nc1, ClCCl, c1ccc2c(c1)Cn1cccc1CN2. The product is O=C(c1ccc(Cl)nc1)N1Cc2cccn2Cc2ccccc21. Reaction SMILES: [CH:15]([N:16]([CH2:17][CH3:18])[CH:19]([CH3:20])[CH3:21])([CH3:22])[CH3:23].[Cl:24][c:25]1[n:26][cH:27][c:28]([C:29](=[O:30])[Cl:31])[cH:32][cH:33]1.[Cl:34][CH2:35][Cl:36].[cH:1]1[cH:2][cH:3][n:4]2[c:5]1[CH2:6][NH:7][c:8]1[c:9]([cH:11][cH:12][cH:13][cH:14]1)[CH2:10]2>>[cH:1]1[cH:2][cH:3][n:4]2[c:5]1[CH2:6][N:7]([C:29]([c:28]1[cH:27][n:26][c:25]([Cl:24])[cH:33][cH:32]1)=[O:30])[c:8]1[c:9]([cH:11][cH:12][cH:13][cH:14]1)[CH2:10]2. Reactants: C([O-])([O-])=O.[Na+].[Na+] (sodium carbonate), FC(C(=O)OC(C(F)(F)F)=O)(F)F (trifluoroacetic acid anhydride), N1=CC=CC=C1 (pyridine), OC1(C(C(OC2=C1C=CC(=C2)O)C2=CC=C(C=C2)OCCN2CCCCC2)C2=CC=C(C=C2)O)C(F)(F)F (4,7-dihydroxy-3-(4-hydroxyphenyl)-2-[4-(2-piperidin-1-ylethoxy) -phenyl]-4-(trifluoromethyl)-2,3-dihydro-4H-1-benzopyran). Run in C(C)(=O)OCC (ethyl acetate), C1CCOC1 (THF). Yields the product OC1=C(C=CC(=C1)O)C(CC1=CC=C(C=C1)O)=O (1-(2,4-Dihydroxyphenyl)-2-(4-hydroxyphenyl)-ethanone). Reaction SMILES: FC(F)(F)C(OC(=O)C(F)(F)F)=O.N1C=CC=CC=1.[OH:20][C:21]1(C(F)(F)F)[C:26]2[CH:27]=[CH:28][C:29]([OH:31])=[CH:30][C:25]=2[O:24]C(C2C=CC(OCCN3CCCCC3)=CC=2)[CH:22]1[C:47]1[CH:52]=[CH:51][C:50]([OH:53])=[CH:49][CH:48]=1.C(=O)([O-])[O-].[Na+].[Na+]>C1COCC1.C(OCC)(=O)C>[OH:24][C:25]1[CH:30]=[C:29]([OH:31])[CH:28]=[CH:27][C:26]=1[C:21](=[O:20])[CH2:22][C:47]1[CH:52]=[CH:51][C:50]([OH:53])=[CH:49][CH:48]=1 |f:3.4.5|. Procedure details: 0.88 ml of trifluoroacetic acid anhydride and 1.37 ml of pyridine are simultaneously added in drops to 1.15 g of 4,7-dihydroxy-3-(4-hydroxyphenyl)-2-[4-(2-piperidin-1-ylethoxy) -phenyl]-4-(trifluoromethyl)-2,3-dihydro-4H-1-benzopyran in 20 ml of THF. It is stirred for 4 hours at room temperature before 70 ml of ethyl acetate and 20 ml of 10% sodium carbonate solution are added. It is stirred for 20 more minutes at room temperature. The phases are separated, and the aqueous phase is shaken out th... The reactants are C1(=CCCC1)N1CCOCC1 (N-cyclopentenyl morpholine), C(C1=CC=CC=C1)=O (benzaldehyde), C1=CC=CC=C1 (benzene), Cl (hydrochloric acid). RXN SMILES: C1(N2CCOCC2)CCCC=1.[CH:12](=[O:19])[C:13]1[CH:18]=[CH:17][CH:16]=[CH:15]C=1.Cl.[CH:21]1[CH:26]=[CH:25][CH:24]=[CH:23][CH:22]=1>>[CH:15](=[C:16]1[CH2:17][CH2:18][CH2:13][C:12]1=[O:19])[C:21]1[CH:26]=[CH:25][CH:24]=[CH:23][CH:22]=1. Yields the product C(C1=CC=CC=C1)=C1C(CCC1)=O (2-benzylidene-cyclopentanone). The yield is 84.6%. Reported procedure: With reflux device installed, 36.8 g (0.24 mol) of N-cyclopentenyl morpholine, 27.2 g (0.20 mol) of benzaldehyde and 200 mL of benzene were added to a round bottom flask and heated under reflux for 20 h. The resulting solution was cooled to 30° C., and slowing stirring while 62 mL of hydrochloric acid (6 mol/L) was added to the solution. After stirring for 2 h at room temperature, the benzene layer was separated and washed with water to neutral, and dried over anhydrous sodium sulfate overnight.... Run at temperature 30 celsius, time 2 hour. Reactants: N1C=C(C2=CC=CC=C12)\C=C\1/OC2=C(C1=O)C=C(C(=C2CN2CCN(CC2)C(=O)OC(C)(C)C)O)Cl (tert-butyl (Z)-4-({2-[(1H-indol-3-yl)methylene]-5-chloro-6-hydroxy-3-oxo-2,3-dihydrobenzofuran-7-yl}methyl)piperazine-1-carboxylate), solution, Cl (hydrogen chloride). Solvent: C(Cl)Cl (methylene chloride), O1CCOCC1 (1,4-dioxane). Conditions: time 1 hour. Product: Cl.Cl.N1C=C(C2=CC=CC=C12)\C=C\1/OC2=C(C1=O)C=C(C(=C2CN2CCNCC2)O)Cl ((Z)-2-[(1H-indol-3-yl)methylene]-5-chloro-6-hydroxy-7-(piperazin-1-ylmethyl)benzofuran-3(2H)-one dihydrochloride). The yield is 73.0%. As a reaction SMILES: [NH:1]1[C:9]2[C:4](=[CH:5][CH:6]=[CH:7][CH:8]=2)[C:3](/[CH:10]=[C:11]2\[O:12][C:13]3[C:20]([CH2:21][N:22]4[CH2:27][CH2:26][N:25](C(OC(C)(C)C)=O)[CH2:24][CH2:23]4)=[C:19]([OH:35])[C:18]([Cl:36])=[CH:17][C:14]=3[C:15]\2=[O:16])=[CH:2]1.[ClH:37]>C(Cl)Cl.O1CCOCC1>[ClH:36].[ClH:37].[NH:1]1[C:9]2[C:4](=[CH:5][CH:6]=[CH:7][CH:8]=2)[C:3](/[CH:10]=[C:11]2\[O:12][C:13]3[C:20]([CH2:21][N:22]4[CH2:23][CH2:24][NH:25][CH2:26][CH2:27]4)=[C:19]([OH:35])[C:18]([Cl:36])=[CH:17][C:14]=3[C:15]\2=[O:16])=[CH:2]1 |f:4.5.6|. Reported procedure: A solution of tert-butyl (Z)-4-({2-[(1H-indol-3-yl)methylene]-5-chloro-6-hydroxy-3-oxo-2,3-dihydrobenzofuran-7-yl}methyl)piperazine-1-carboxylate (0.016 g, 0.031 mmol) in methylene chloride (2.0 mL) was added with a 4 M solution of hydrogen chloride in 1,4-dioxane (2.0 mL), and then the mixture was stirred at room temperature for 1 hour. The mixture was azeotroped twice with toluene under reduced pressure, and then the residual solid was suspended in methylene chloride and thereby washed to obta... Reactants: O=C([O-])[O-], CN(C)C=O, [Cs+], [Cs+], N#CC(C#N)Cc1ccc(OC(F)(F)F)cc1, O=S(=O)(OCC(F)(F)C(F)(F)F)C(F)(F)F. Yields the product N#CC(C#N)(Cc1ccc(OC(F)(F)F)cc1)CC(F)(F)C(F)(F)F. As a reaction SMILES: [C:18](=[O:19])([O-:20])[O-:21].[CH3:40][N:41]([CH3:42])[CH:43]=[O:44].[Cs+:22].[Cs+:23].[F:1][C:2]([O:3][c:4]1[cH:5][cH:6][c:7]([CH2:8][CH:9]([C:10]#[N:11])[C:12]#[N:13])[cH:14][cH:15]1)([F:16])[F:17].[F:24][C:25]([F:26])([F:27])[S:28]([O:29][CH2:30][C:31]([C:32]([F:33])([F:34])[F:35])([F:36])[F:37])(=[O:38])=[O:39]>>[F:1][C:2]([O:3][c:4]1[cH:5][cH:6][c:7]([CH2:8][C:9]([C:10]#[N:11])([C:12]#[N:13])[CH2:30][C:31]([C:32]([F:33])([F:34])[F:35])([F:36])[F:37])[cH:14][cH:15]1)([F:16])[F:17]. The reactants are C(C1=CC=CC=C1)OC1=C(C=CC=C1)O (2-benzyloxyphenol), C1C(O1)CO (glycidol), N1=CC=CC=C1 (pyridine). Run in C(C)O (ethanol). Yields the product C1(=CC=CC=C1)COC1=C(OCC(CO)O)C=CC=C1 (3-[2-(Phenylmethoxy)phenoxy]-1,2-propanediol). Yield: 72.8%. Reaction SMILES: [CH2:1]([O:8][C:9]1[CH:14]=[CH:13][CH:12]=[CH:11][C:10]=1[OH:15])[C:2]1[CH:7]=[CH:6][CH:5]=[CH:4][CH:3]=1.[CH2:16]1[O:18][CH:17]1[CH2:19][OH:20].N1C=CC=CC=1>C(O)C>[C:2]1([CH2:1][O:8][C:9]2[CH:14]=[CH:13][CH:12]=[CH:11][C:10]=2[O:15][CH2:16][CH:17]([OH:18])[CH2:19][OH:20])[CH:3]=[CH:4][CH:5]=[CH:6][CH:7]=1. Procedure details: A solution of 49.6 g (0.248 mole) of 2-benzyloxyphenol, 22.2 g (0.3 mole) of glycidol, 2 ml of pyridine and 150 ml of absolute ethanol was heated at reflux overnight. The dark solution was concentrated to give an oil which gradually crystallized. The solid was purified by column chromatography on 1.2 kg of silica gel eluted with 0-25% acetone in benzene. Appropriate fractions were combined and concentrated to yield 49.5 g (73%) of the title compound as a white solid, mp 84°-85° C. (carbon tetrac... The reactants are 4-methyl-3-(3-oxobutyl)-maleic acid anhydride, C(C1=CC=CC=C1)(=O)[O-].C[NH2+]C (dimethylammonium benzoate), C1=CC=CC=C1 (benzene), O (water). Yields the product CN(C1=CC2=C(C(C(O2)=O)C)C=C1)C (6-dimethylamino-3-methylbenzofuran-2(3H)-one). Reaction SMILES: [C:1]([O-:9])(=[O:8])[C:2]1C=CC=C[CH:3]=1.[CH3:10][NH2+:11][CH3:12].O.[CH:14]1[CH:19]=[CH:18][CH:17]=[CH:16][CH:15]=1>>[CH3:10][N:11]([CH3:12])[C:14]1[CH:19]=[CH:18][C:17]2[CH:2]([CH3:3])[C:1](=[O:8])[O:9][C:16]=2[CH:15]=1 |f:0.1|. Procedure details: A mixture of 18.2 g (0.1 mole) of 4-methyl-3-(3-oxobutyl)-maleic acid anhydride and 17.5 g (0.15 mole) of dimethylammonium benzoate in 400 ml of benzene is heated under reflux using a water separator for 42 hours. The benzene is removed in vacuo and the residue that remains is partitioned between methylene chloride and saturated sodium bicarbonate solution. The crude product remaining after drying and after removal of the methylene chloride is chromatographed over silica gel with petroleum ether...